This data is from the Open Reaction Database (ORD), a public repository of structured organic reaction records. The task is: describe an organic reaction: reactants, conditions, products, and yield Reactants: solvent B, OP(=O)(O)O (H3PO4), C(#N)C1=CC=C(C=C1)[C@@H]1CN(C[C@]12C(N(C(N2C)=O)C2=CC(=CC(=C2)Cl)Cl)=O)CC2=CC(=CS2)C(=O)O (5-[(5S*,9R*)-9-(4-Cyanophenyl)-3-(3,5-dichlorophenyl)-1-methyl-2,4-dioxo-1,3,7-triazaspiro[4.4]non-7-ylmethyl]-thiophene-3-carboxylic acid), C[Si](C)(C)C=[N+]=[N-] (trimethylsilyldiazomethane), Solvent A, OP(=O)(O)O (H3PO4). Solvent: O (H2O), O (H2O), CO (MeOH), CO (MeOH), C(Cl)Cl.CO (DCM MeOH). Product: COC(=O)C1=CSC(=C1)CN1C[C@]2(C(N(C(N2C)=O)C2=CC(=CC(=C2)Cl)Cl)=O)[C@@H](C1)C1=CC=C(C=C1)C#N (5-[(5S*,9R*)-9-(4-Cyanophenyl)-3-(3,5-dichlorophenyl)-1-methyl-2,4-dioxo-1,3,7-triazaspiro[4.4]non-7-ylmethyl]-thiophene-3-carboxylic acid methyl ester). RXN SMILES: [C:1]([C:3]1[CH:8]=[CH:7][C:6]([C@H:9]2[C@:13]3([N:17]([CH3:18])[C:16](=[O:19])[N:15]([C:20]4[CH:25]=[C:24]([Cl:26])[CH:23]=[C:22]([Cl:27])[CH:21]=4)[C:14]3=[O:28])[CH2:12][N:11]([CH2:29][C:30]3[S:34][CH:33]=[C:32]([C:35]([OH:37])=[O:36])[CH:31]=3)[CH2:10]2)=[CH:5][CH:4]=1)#[N:2].[CH3:38][Si](C=[N+]=[N-])(C)C.OP(O)(O)=O>C(Cl)Cl.CO.O.CO>[CH3:38][O:36][C:35]([C:32]1[CH:31]=[C:30]([CH2:29][N:11]2[CH2:10][C@@H:9]([C:6]3[CH:7]=[CH:8][C:3]([C:1]#[N:2])=[CH:4][CH:5]=3)[C@:13]3([N:17]([CH3:18])[C:16](=[O:19])[N:15]([C:20]4[CH:21]=[C:22]([Cl:27])[CH:23]=[C:24]([Cl:26])[CH:25]=4)[C:14]3=[O:28])[CH2:12]2)[S:34][CH:33]=1)=[O:37] |f:3.4|. Procedure: To a solution of 5-[(5S*,9R*)-9-(4-Cyanophenyl)-3-(3,5-dichlorophenyl)-1-methyl-2,4-dioxo-1,3,7-triazaspiro[4.4]non-7-ylmethyl]-thiophene-3-carboxylic acid (example 37) (0.150 g, 0.27 mmol) in DCM/MeOH (5:1 mL) was added trimethylsilyldiazomethane (2.0 M solution in hexane, 0.33 mL, 0.67 mmol) over a period of three minutes at RT. The reaction mixture was stirred at RT for twenty minutes, quenched by the slow addition of acetic acid (approximatly ten drops) and partitioned between DCM (20 mL) an... The reactants are ClC1=NC(=NC(=C1C#N)Cl)N(CC)CC (4,6-dichloro-2-diethylamino-5-pyrimidinecarbonitrile), C1(CC1)N (cyclopropylamine). Solvent: CC(=O)C (acetone), CC(=O)C (acetone). Conditions: time 16 hour. Product: ClC1=NC(=NC(=C1C#N)NC1CC1)N(CC)CC (4-chloro-6-cyclopropylamino-2-diethylamino-5-pyrimidinecarbonitrile). Yield: 33.4%. Reaction SMILES: Cl[C:2]1[C:7]([C:8]#[N:9])=[C:6]([Cl:10])[N:5]=[C:4]([N:11]([CH2:14][CH3:15])[CH2:12][CH3:13])[N:3]=1.[CH:16]1([NH2:19])[CH2:18][CH2:17]1>CC(C)=O>[Cl:10][C:6]1[C:7]([C:8]#[N:9])=[C:2]([NH:19][CH:16]2[CH2:18][CH2:17]2)[N:3]=[C:4]([N:11]([CH2:14][CH3:15])[CH2:12][CH3:13])[N:5]=1. Procedure details: To a stirred solution of 6.9 grams of 4,6-dichloro-2-diethylamino-5-pyrimidinecarbonitrile in 80 ml of acetone was added dropwise 3.2 grams of cyclopropylamine in 20 ml of acetone. The reaction mixture stood for 16 hours; then the acetone was removed by evaporation under reduced pressure. The residue was washed with water, and the resultant solid was collected. The solid was washed several times with water, then dried, to give 6.5 grams of crude product; mp, 100°-105°. The crude product was recr... Reactants: C(C1=CC=CC=C1)N1C(=C(C=2C1=C(N=C(C2)Cl)N2CC1=CC=CC=C1CC2)C)C (2-(1-benzyl-5-chloro-2,3-dimethyl-1H-pyrrolo[2,3-c]pyridin-7-yl)-1,2,3,4-tetrahydroisoquinoline), [SH-].[Na+] (sodium hydrosulfide), O (Water). Solvent: CO (methanol). Reaction conditions: time 30 minute. Yields the product C(C1=CC=CC=C1)N1C(=C(C=2C1=C(N=C(C2)S)N2CC1=CC=CC=C1CC2)C)C (1-benzyl-7-(3,4-dihydro-1H-isoquinolin-2-yl)-2,3-dimethyl-1H-pyrrolo[2,3-c]pyridin-5-thiol). Isolated yield 70.9%. Reaction SMILES: [CH2:1]([N:8]1[C:12]2=[C:13]([N:18]3[CH2:27][CH2:26][C:25]4[C:20](=[CH:21][CH:22]=[CH:23][CH:24]=4)[CH2:19]3)[N:14]=[C:15](Cl)[CH:16]=[C:11]2[C:10]([CH3:28])=[C:9]1[CH3:29])[C:2]1[CH:7]=[CH:6][CH:5]=[CH:4][CH:3]=1.[SH-:30].[Na+].O>CO>[CH2:1]([N:8]1[C:12]2=[C:13]([N:18]3[CH2:27][CH2:26][C:25]4[C:20](=[CH:21][CH:22]=[CH:23][CH:24]=4)[CH2:19]3)[N:14]=[C:15]([SH:30])[CH:16]=[C:11]2[C:10]([CH3:28])=[C:9]1[CH3:29])[C:2]1[CH:7]=[CH:6][CH:5]=[CH:4][CH:3]=1 |f:1.2|. Procedure details: A solution of 2-(1-benzyl-5-chloro-2,3-dimethyl-1H-pyrrolo[2,3-c]pyridin-7-yl)-1,2,3,4-tetrahydroisoquinoline (100 mg, 0.24 mmol) prepared in Example 658 and sodium hydrosulfide (26.7 mg, 0.48 mmol) in methanol (2 ml) was refluxed for 2 hours. Water was added to the reaction mixture, which was then extracted with ethyl acetate. The organic layer was dried on anhydrous magnesium sulfate and then concentrated under reduced pressure. Water was added to the resulting solid. The reaction mixture was ... Starting materials: N#CCCl, [H-], [Na+], CN(C)C=O, COC(=O)Cc1ccc(O)cc1. The product is COC(=O)Cc1ccc(OCC#N)cc1. As a reaction SMILES: [Cl:15][CH2:16][C:17]#[N:18].[H-:14].[Na+:13].[O:19]=[CH:20][N:21]([CH3:22])[CH3:23].[OH:1][c:2]1[cH:3][cH:4][c:5]([CH2:8][C:9](=[O:10])[O:11][CH3:12])[cH:6][cH:7]1>>[O:1]([c:2]1[cH:3][cH:4][c:5]([CH2:8][C:9](=[O:10])[O:11][CH3:12])[cH:6][cH:7]1)[CH2:16][C:17]#[N:18]. Starting materials: C1(=CC=CC=C1)NC(=O)C=1N=C2N(C=C(C=C2)C=C)C1 (N-phenyl-6-vinylimidazo[1,2-a]pyridine-2-carboxamide), I(=O)(=O)(=O)[O-].[Na+] (sodium periodate), C(C)(C)(C)O (t-butanol), O (water), I(=O)(=O)(=O)[O-].[Na+] (sodium periodate), O (water). The reagents and catalysts are [Os](=O)(=O)(=O)=O (osmium tetroxide), [Os](=O)(=O)(=O)=O (osmium tetroxide). Run in C1CCOC1 (THF), C(C)(=O)OCC (ethyl acetate). Conditions: temperature 20 celsius, time 20 hour. Yields the product C(=O)C=1C=CC=2N(C1)C=C(N2)C(=O)NC2=CC=CC=C2 (6-formyl-N-phenylimidazo[1,2-a]pyridine-2-carboxamide). Yield: 66.2%. Reaction SMILES: [C:1]1([NH:7][C:8]([C:10]2[N:11]=[C:12]3[CH:17]=[CH:16][C:15]([CH:18]=C)=[CH:14][N:13]3[CH:20]=2)=[O:9])[CH:6]=[CH:5][CH:4]=[CH:3][CH:2]=1.I([O-])(=O)(=O)=[O:22].[Na+].C(O)(C)(C)C.O>C1COCC1.[Os](=O)(=O)(=O)=O.C(OCC)(=O)C>[CH:18]([C:15]1[CH:16]=[CH:17][C:12]2[N:13]([CH:20]=[C:10]([C:8]([NH:7][C:1]3[CH:6]=[CH:5][CH:4]=[CH:3][CH:2]=3)=[O:9])[N:11]=2)[CH:14]=1)=[O:22] |f:1.2|. Reported procedure: A suspension of 150 mg of N-phenyl-6-vinylimidazo[1,2-a]pyridine-2-carboxamide, 232 μl of osmium tetroxide and 167.5 mg of sodium periodate in a mixture of 6 ml of THF, 3 ml of t-butanol and 3 ml of water is stirred at 20° C. for 20 hours and then for a further 48 hours while adding, on 4 occasions, an additional 100 μl of osmium tetroxide and 80 mg of sodium periodate. The reaction mixture is poured into 50 ml of water and extraction is carried out twice with 50 ml of ethyl acetate. The combine... The reactants are [Al+3], Cc1ccnc(NC(=O)c2c(C)nc3cc(C)ccn23)c1, [H-], [H-], [H-], [H-], [K+], [Li+], C1CCOC1, [OH-]. The product is Cc1ccnc(NCc2c(C)nc3cc(C)ccn23)c1. As a reaction SMILES: [Al+3:23].[CH3:1][c:2]1[cH:3][c:4]([NH:8][C:9](=[O:10])[c:11]2[c:12]([CH3:21])[n:13][c:14]3[n:15]2[cH:16][cH:17][c:18]([CH3:20])[cH:19]3)[n:5][cH:6][cH:7]1.[H-:22].[H-:25].[H-:26].[H-:27].[K+:29].[Li+:24].[O:30]1[CH2:31][CH2:32][CH2:33][CH2:34]1.[OH-:28]>>[CH3:1][c:2]1[cH:3][c:4]([NH:8][CH2:9][c:11]2[c:12]([CH3:21])[n:13][c:14]3[n:15]2[cH:16][cH:17][c:18]([CH3:20])[cH:19]3)[n:5][cH:6][cH:7]1. Starting materials: C(C)(C)(C)OC(N[C@H](CC1=C(C=C(C(=C1)F)F)F)C(N(C)OC)=O)=O ([(R)-1-(methoxy-methyl-carbamoyl)-2-(2,4,5-trifluoro-phenyl)-ethyl]-carbamic acid tert-butyl ester), C(C)(C)(C)NC(C1=C(C=C(C=C1)C)C)=O (N-tert-Butyl-2,4-dimethyl-benzamide). The product is C(C)(C)(C)OC(N[C@@H](C(CC1=C(C=CC(=C1)C)C(NC(C)(C)C)=O)=O)CC1=C(C=C(C(=C1)F)F)F)=O ([(R)-3-(2-tert-Butylcarbamoyl-5-methyl-phenyl)-2-oxo-1-(2,4,5-trifluoro-benzyl)-propyl]-carbamic acid tert-butyl ester). Reaction SMILES: [C:1]([O:5][C:6](=[O:25])[NH:7][C@@H:8]([C:19](=[O:24])N(OC)C)[CH2:9][C:10]1[CH:15]=[C:14]([F:16])[C:13]([F:17])=[CH:12][C:11]=1[F:18])([CH3:4])([CH3:3])[CH3:2].[C:26]([NH:30][C:31](=[O:40])[C:32]1[CH:37]=[CH:36][C:35]([CH3:38])=[CH:34][C:33]=1[CH3:39])([CH3:29])([CH3:28])[CH3:27]>>[C:1]([O:5][C:6](=[O:25])[NH:7][C@H:8]([CH2:9][C:10]1[CH:15]=[C:14]([F:16])[C:13]([F:17])=[CH:12][C:11]=1[F:18])[C:19](=[O:24])[CH2:39][C:33]1[CH:34]=[C:35]([CH3:38])[CH:36]=[CH:37][C:32]=1[C:31](=[O:40])[NH:30][C:26]([CH3:28])([CH3:27])[CH3:29])([CH3:2])([CH3:3])[CH3:4]. Procedure: Using general procedure 2 with [(R)-1-(methoxy-methyl-carbamoyl)-2-(2,4,5-trifluoro-phenyl)-ethyl]-carbamic acid tert-butyl ester (1.4 g, 4.1 mmol) and N-tert-Butyl-2,4-dimethyl-benzamide (2.5 g, 12 mmol) followed by purification by silica gel flash column chromatography gives the title compound. The reactants are COC1=C(C(=C(C=C1)CC#N)C)C ((4-methoxy-2,3-dimethyl-phenyl)-acetonitrile), [H][H] (hydrogen). Reagents/catalysts: [Ni] (Raney® nickel). Solvent: N (ammonia). Reaction conditions: time 18 hour. The product is N (ammonia), COC1=C(C(=C(C=C1)CCN)C)C (2-(4-Methoxy-2,3-dimethyl-phenyl)-ethylamine). As a reaction SMILES: [CH3:1][O:2][C:3]1[CH:8]=[CH:7][C:6]([CH2:9][C:10]#[N:11])=[C:5]([CH3:12])[C:4]=1[CH3:13].[H][H]>N.[Ni]>[NH3:11].[CH3:1][O:2][C:3]1[CH:8]=[CH:7][C:6]([CH2:9][CH2:10][NH2:11])=[C:5]([CH3:12])[C:4]=1[CH3:13]. Procedure: A mixture of (4-methoxy-2,3-dimethyl-phenyl)-acetonitrile (200 mg, 1.14 mmol) and Raney® nickel (50 mg) in 2M methanolic ammonia (10 mL) was stirred under 60 psi of hydrogen gas at room temperature for 18 hours. Tlc analysis showed that not all of the starting material had been consumed and so further Raney® nickel (50 mg) in 2M methanolic ammonia (10 mL) was added. The reaction mixture was stirred under 60 psi of hydrogen gas for an additional 18 hours at room temperature and was then filtered ... Starting materials: NOC (NH2OMe), CNC1(CCCCC1=O)C=2C=CC=CC2Cl (ketamine), Cl (HCl), CC(=O)O[Na] (CH3COONa). Run in CO.O (MeOH H2O), O (H2O). Product: CON=C1C(CCCC1)(NC)C1=C(C=CC=C1)Cl (2-(2-Chloro-phenyl)-2-methylamino-cyclohexanone O-methyl-oxime). RXN SMILES: [NH2:1][O:2][CH3:3].Cl.CC(O[Na])=O.[CH3:10][NH:11][C:12]1([C:19]2[CH:20]=[CH:21][CH:22]=[CH:23][C:24]=2[Cl:25])[C:17](=O)[CH2:16][CH2:15][CH2:14][CH2:13]1>CO.O.O>[CH3:3][O:2][N:1]=[C:13]1[CH2:14][CH2:15][CH2:16][CH2:17][C:12]1([C:19]1[CH:20]=[CH:21][CH:22]=[CH:23][C:24]=1[Cl:25])[NH:11][CH3:10] |f:4.5|. Procedure details: To as solution of NH2OMe. HCl and CH3COONa. H2O in MeOH:H2O (7:3) stirred at room temperature for 15 minutes, was added ketamine and the resulting solution was stirred at reflux for 16 hrs before cooling to room temperature. The reaction mixture was filtered and the filtrate was partitioned between CH2Cl2 and sat. NaHCO3 solution. The filtrate was extracted with CH2Cl2 (2×30 mL) and the combined organic layer was washed with brine solution. The organic layer was dried over anhydrous. Na2SO4 and ...